This data is from the Open Reaction Database (ORD), a public repository of structured organic reaction records. The task is: describe an organic reaction: reactants, conditions, products, and yield Starting materials: COC([C@@H](C)NC(=O)C1=CC2=C(N(C(=N2)NC=2SC3=C(N2)C=CC(=C3)Cl)C)C=C1)=O ((R)-2-{[2-(6-chloro-benzothiazol-2-ylamino)-1-methyl-1H-benzoimidazole-5-carbonyl]-amino}-propionic acid methyl ester), [OH-].[Li+] (lithium hydroxide). Product: ClC1=CC2=C(N=C(S2)NC2=NC3=C(N2C)C=CC(=C3)C(=O)N[C@@H](C(=O)O)C)C=C1 ((R)-2-{[2-(6-Chloro-benzothiazol-2-ylamino)-1-methyl-1H-benzoimidazole-5-carbonyl]-amino}-propionic acid). Yield: 74.1%. RXN SMILES: C[O:2][C:3](=[O:30])[C@H:4]([NH:6][C:7]([C:9]1[CH:29]=[CH:28][C:12]2[N:13]([CH3:27])[C:14]([NH:16][C:17]3[S:18][C:19]4[CH:25]=[C:24]([Cl:26])[CH:23]=[CH:22][C:20]=4[N:21]=3)=[N:15][C:11]=2[CH:10]=1)=[O:8])[CH3:5].[OH-].[Li+]>>[Cl:26][C:24]1[CH:23]=[CH:22][C:20]2[N:21]=[C:17]([NH:16][C:14]3[N:13]([CH3:27])[C:12]4[CH:28]=[CH:29][C:9]([C:7]([NH:6][C@H:4]([CH3:5])[C:3]([OH:30])=[O:2])=[O:8])=[CH:10][C:11]=4[N:15]=3)[S:18][C:19]=2[CH:25]=1 |f:1.2|. Procedure details: (R)-2-{[2-(6-Chloro-benzothiazol-2-ylamino)-1-methyl-1H-benzoimidazole-5-carbonyl]-amino}-propionic acid (341 mg) was prepared by following General Procedure E starting from (R)-2-{[2-(6-chloro-benzothiazol-2-ylamino)-1-methyl-1H-benzoimidazole-5-carbonyl]-amino}-propionic acid methyl ester (475 mg) and lithium hydroxide (180 mg). Reactants: CS(=O)(=O)OCCCn1cc(C2=C(c3cc(OCc4ccccc4)cc4ccoc34)C(=O)NC2=O)c2ccccc21, C1CCNC1, CN1CCCC1, CCOC(C)=O. Yields the product O=C1NC(=O)C(c2cc(OCc3ccccc3)cc3ccoc23)=C1c1cn(CCCN2CCCC2)c2ccccc12. Reaction SMILES: [CH2:1]([c:2]1[cH:3][cH:4][cH:5][cH:6][cH:7]1)[O:8][c:9]1[cH:10][c:11]([C:18]2=[C:19]([c:25]3[cH:26][n:27]([CH2:34][CH2:35][CH2:36][O:37][S:38]([CH3:39])(=[O:40])=[O:41])[c:28]4[cH:29][cH:30][cH:31][cH:32][c:33]34)[C:20](=[O:24])[NH:21][C:22]2=[O:23])[c:12]2[c:13]([cH:14][cH:15][o:16]2)[cH:17]1.[CH2:42]1[CH2:43][CH2:44][NH:45][CH2:46]1.[CH3:47][N:48]1[CH2:49][CH2:50][CH2:51][CH2:52]1.[CH3:53][CH2:54][O:55][C:56](=[O:57])[CH3:58]>>[CH2:1]([c:2]1[cH:3][cH:4][cH:5][cH:6][cH:7]1)[O:8][c:9]1[cH:10][c:11]([C:18]2=[C:19]([c:25]3[cH:26][n:27]([CH2:34][CH2:35][CH2:36][N:45]4[CH2:44][CH2:43][CH2:42][CH2:46]4)[c:28]4[cH:29][cH:30][cH:31][cH:32][c:33]34)[C:20](=[O:24])[NH:21][C:22]2=[O:23])[c:12]2[c:13]([cH:14][cH:15][o:16]2)[cH:17]1.